From a dataset of the Open Reaction Database (ORD), a public repository of structured organic reaction records. describe an organic reaction: reactants, conditions, products, and yield Starting materials: N#Cc1cccc(CBr)c1, [H-], [Na+], CN(C)C=O, OCCO. Reaction SMILES: [C:7](#[N:8])[c:9]1[cH:10][c:11]([CH2:12][Br:13])[cH:14][cH:15][cH:16]1.[H-:5].[Na+:6].[O:17]=[CH:18][N:19]([CH3:20])[CH3:21].[OH:1][CH2:2][CH2:3][OH:4]>>[OH:1][CH2:2][CH2:3][O:4][CH2:12][c:11]1[cH:10][c:9]([C:7]#[N:8])[cH:16][cH:15][cH:14]1. The product is N#Cc1cccc(COCCO)c1. Reactants: COC=1C=C2SC=3N=CC=NC3NC2=CC1 (7-methoxy 1,4-diazaphenothiazine), COC(=O)Cl (methylchloroformate), CI (methyl iodide). Reported procedure: By following the conditions of Example 4, but substituting 1,4-diazaphenothiazine for 7-methoxy 1,4-diazaphenothiazine and methylchloroformate for methyl iodide, the title compound, m.p. 137°-138° was obtained in a 23% yield. As a reaction SMILES: CO[C:3]1[CH:4]=[C:5]2[C:14](=[CH:15][CH:16]=1)[NH:13][C:12]1[N:11]=[CH:10][CH:9]=[N:8][C:7]=1[S:6]2.[CH3:17][O:18][C:19](Cl)=[O:20].CI>>[C:19]([N:13]1[C:12]2[N:11]=[CH:10][CH:9]=[N:8][C:7]=2[S:6][C:5]2[C:14]1=[CH:15][CH:16]=[CH:3][CH:4]=2)([O:18][CH3:17])=[O:20]. Yield: 23.0%. The product is C(=O)(OC)N1C2=CC=CC=C2SC=2N=CC=NC12 (10-Carbomethoxy-1,4-diazaphenothiazine). Reported procedure: To 2,4-difluoro-3,6-dimethylaniline (3.1 g) are added 42% tetrafluoroboric acid (9 ml) and water (4.5 ml) with stirring and under ice-cooling, followed by dropwise addition of a solution of sodium nitrite (1.6 g) in water (3.2 ml) below 10° C. After stirring the mixture at 0° C. for 15 minutes, the resulting crystals are filtered, washed with a mixture of ethanol-diethyl ether (1:2) and then with diethyl ether, followed by drying under reduced pressure to give 2,4-difluoro-3,6-dimethylbenzene di... The solvent is O (water), O (water). The product is F[B-](F)(F)F.FC1=C(C(=CC(=C1C)F)C)[N+]#N (2,4-difluoro-3,6-dimethylbenzene diazonium tetrafluoroborate). RXN SMILES: [F:1][C:2]1[C:8]([CH3:9])=[C:7]([F:10])[CH:6]=[C:5]([CH3:11])[C:3]=1[NH2:4].[F:12][B-:13]([F:16])([F:15])[F:14].[H+].[N:18]([O-])=O.[Na+]>O>[F:12][B-:13]([F:16])([F:15])[F:14].[F:1][C:2]1[C:8]([CH3:9])=[C:7]([F:10])[CH:6]=[C:5]([CH3:11])[C:3]=1[N+:4]#[N:18] |f:1.2,3.4,6.7|. The reactants are FC1=C(N)C(=CC(=C1C)F)C (2,4-difluoro-3,6-dimethylaniline), F[B-](F)(F)F.[H+] (tetrafluoroboric acid), N(=O)[O-].[Na+] (sodium nitrite). Reactants: NC(CO)C1=CC=C(C=C1)C (2-amino-2-(p-tolyl)ethanol), N(=C=S)C1=CC=C(C=C1)C1=NN(C=N1)C1=CC=C(C=C1)OC(F)(F)F (3-(4-isothiocyanato-phenyl)-1-(4-trifluoromethoxy-phenyl)-1H-1,2,4-triazole). The product is OCC(C1=CC=C(C=C1)C)NC(=S)NC1=CC=C(C=C1)C1=NN(C=N1)C1=CC=C(C=C1)OC(F)(F)F (1-(2-Hydroxy-1-(p-tolyl)ethyl)-3-(4-(1-(4-(trifluoromethoxy)phenyl)-1H-1,2,4-triazol-3-yl)phenyl)thiourea), solid. Isolated yield 71.0%. As a reaction SMILES: [NH2:1][CH:2]([C:5]1[CH:10]=[CH:9][C:8]([CH3:11])=[CH:7][CH:6]=1)[CH2:3][OH:4].[N:12]([C:15]1[CH:20]=[CH:19][C:18]([C:21]2[N:25]=[CH:24][N:23]([C:26]3[CH:31]=[CH:30][C:29]([O:32][C:33]([F:36])([F:35])[F:34])=[CH:28][CH:27]=3)[N:22]=2)=[CH:17][CH:16]=1)=[C:13]=[S:14]>>[OH:4][CH2:3][CH:2]([NH:1][C:13]([NH:12][C:15]1[CH:16]=[CH:17][C:18]([C:21]2[N:25]=[CH:24][N:23]([C:26]3[CH:31]=[CH:30][C:29]([O:32][C:33]([F:36])([F:34])[F:35])=[CH:28][CH:27]=3)[N:22]=2)=[CH:19][CH:20]=1)=[S:14])[C:5]1[CH:10]=[CH:9][C:8]([CH3:11])=[CH:7][CH:6]=1. Procedure: The title compound was prepared with 2-amino-2-(p-tolyl)ethanol and 3-(4-isothiocyanato-phenyl)-1-(4-trifluoromethoxy-phenyl)-1H-1,2,4-triazole and isolated as an off-white solid (0.300 g, 71%): mp 145-156° C.; 1H NMR (400 MHz, CD3OD) δ 9.13 (s, 1H), 8.12 (d, J=6.8 Hz, 2H), 8.05 (d, J=2.2 Hz, 2H), 7.65 (d, J=7.4 Hz, 2H), 7.51 (d, J=8.2 Hz, 2H), 7.24-7.23 (m, 2H), 7.18-7.16 (m, 2H), 5.60 (s, 1H), 3.90-3.84 (m, 2H), 2.34 (s, 3H) (NH, OH not observed); ESIMS m/z 514 ([M+H]+). Reactants: O (water), N([C@@H](CC1=CC(=C(C=C1)O)F)C(=O)O)C(=O)OC(C)(C)C (Boc-Tyr(3-F)-OH), N([C@@H](C(C)C)C(=O)N([C@@H](CC1=CC(=C(C=C1)O)C(C)(C)C)C(=O)N)C)C (N-Me-Val-N-Me-Tyr(3-tBu)-NH2), TEA. Run in C1CCOC1 (THF). Reaction conditions: time 27 hour. Yields the product N([C@@H](CC1=CC(=C(C=C1)O)F)C(=O)N([C@@H](C(C)C)C(=O)N([C@@H](CC1=CC(=C(C=C1)O)C(C)(C)C)C(=O)N)C)C)C(=O)OC(C)(C)C (Boc-Tyr(3-F)-N-Me-Val-N-Me-Tyr(3-tBu)-NH2). Yield: 9.7%. As a reaction SMILES: [NH:1]([C:15]([O:17][C:18]([CH3:21])([CH3:20])[CH3:19])=[O:16])[C@H:2]([C:12]([OH:14])=O)[CH2:3][C:4]1[CH:9]=[CH:8][C:7]([OH:10])=[C:6]([F:11])[CH:5]=1.[NH:22]([CH3:47])[C@H:23]([C:27]([N:29]([CH3:46])[C@H:30]([C:43]([NH2:45])=[O:44])[CH2:31][C:32]1[CH:37]=[CH:36][C:35]([OH:38])=[C:34]([C:39]([CH3:42])([CH3:41])[CH3:40])[CH:33]=1)=[O:28])[CH:24]([CH3:26])[CH3:25].O>C1COCC1>[NH:1]([C:15]([O:17][C:18]([CH3:21])([CH3:20])[CH3:19])=[O:16])[C@H:2]([C:12]([N:22]([CH3:47])[C@H:23]([C:27]([N:29]([CH3:46])[C@H:30]([C:43]([NH2:45])=[O:44])[CH2:31][C:32]1[CH:37]=[CH:36][C:35]([OH:38])=[C:34]([C:39]([CH3:42])([CH3:40])[CH3:41])[CH:33]=1)=[O:28])[CH:24]([CH3:26])[CH3:25])=[O:14])[CH2:3][C:4]1[CH:9]=[CH:8][C:7]([OH:10])=[C:6]([F:11])[CH:5]=1. Procedure details: To a solution of the above crude Boc-Tyr(3-F)-OH (1.18 g), N-Me-Val-N-Me-Tyr(3-tBu)-NH2 (1.10 g, 3.03 mmol) and CMPI (1.16 g, 4.55 mmol) in THF (6 ml), TEA (1.27 ml, 12.1 mmol) was added under cooling with ice and stirred at room temperature for 27 hours. The reaction mixture was mixed with water, and extracted with ethyl acetate. The organic layer was washed with saturated brine, dried over anhydrous magnesium sulfate and evaporated to remove the solvent under reduced pressure; the thus obtaine... Reactants: ClC1=NN=C(C2=CC(=C(C=C12)OC)OC)N1CCC(CC1)N1C(N(C2=CC=C(C=C2C1=O)C)C)=O (3-[1-(4-Chloro-6,7-dimethoxy-1-phthalazinyl)-4-piperidinyl]-1,2,3,4-tetrahydro-1,6-dimethyl-2,4-dioxo-quinazoline), O (water). The reagents and catalysts are [Pd] (palladium on carbon). Solvent: C(C)(=O)O (acetic acid). Conditions: temperature 40 celsius, time 3 hour. Product: COC=1C=C2C=NN=C(C2=CC1OC)N1CCC(CC1)N1C(N(C2=CC=C(C=C2C1=O)C)C)=O (3-[1-(6,7-Dimethoxy-1-phthalazinyl)-4-piperidinyl]-1,2,3,4-tetrahydro-1,6-dimethyl-2,4-dioxoquinazoline). Yield: 18.8%. RXN SMILES: Cl[C:2]1[C:11]2[C:6](=[CH:7][C:8]([O:14][CH3:15])=[C:9]([O:12][CH3:13])[CH:10]=2)[C:5]([N:16]2[CH2:21][CH2:20][CH:19]([N:22]3[C:31](=[O:32])[C:30]4[C:25](=[CH:26][CH:27]=[C:28]([CH3:33])[CH:29]=4)[N:24]([CH3:34])[C:23]3=[O:35])[CH2:18][CH2:17]2)=[N:4][N:3]=1.O>C(O)(=O)C.[Pd]>[CH3:13][O:12][C:9]1[CH:10]=[C:11]2[C:6](=[CH:7][C:8]=1[O:14][CH3:15])[C:5]([N:16]1[CH2:17][CH2:18][CH:19]([N:22]3[C:31](=[O:32])[C:30]4[C:25](=[CH:26][CH:27]=[C:28]([CH3:33])[CH:29]=4)[N:24]([CH3:34])[C:23]3=[O:35])[CH2:20][CH2:21]1)=[N:4][N:3]=[CH:2]2. Procedure details: In 10 ml of acetic acid was dissolved 300 mg (0.61 mmol) of Compound 76 obtained in Example 58, and 40 mg of 10% palladium on carbon suspended in a small amount of water was added to the solution, followed by vigorous stirring at 40° C. for 3 hours under a hydrogen atmosphere at atmospheric pressure. The reaction mixture was filtered using a filter aid, and the filtrate was neutralized by addition of a saturated aqueous solution of sodium bicarbonate and extracted with ethyl acetate. The organic...